From a dataset of the Open Reaction Database (ORD), a public repository of structured organic reaction records. describe an organic reaction: reactants, conditions, products, and yield The reactants are ice, [OH-].[Na+] (NaOH), BrBr (bromine), O([Na])Br (NaOBr), Cl (HCl), O[C@@H]1[C@@H](CC[C@H](C1)C)C(C)=O ((1R, 2S, 4R)-1-(2-Hydroxy-4-methyl-cyclohexyl)-ethanone), [O-]S(=O)[O-].[Na+].[Na+] (Na2SO3). The solvent is O (water), O1CCOCC1 (1,4-dioxane), O1CCOCC1 (dioxane), O (water). Run at temperature 12.5 celsius, time 3 hour. Yields the product O[C@@H]1[C@@H](CC[C@H](C1)C)C(=O)O ((1R, 2S, 4R)-2-hydroxy-4-methyl-cyclohexanecarboxylic acid). The yield is 92.0%. Reaction SMILES: [OH-].[Na+].BrBr.[OH:5][C@H:6]1[CH2:11][C@H:10]([CH3:12])[CH2:9][CH2:8][C@H:7]1[C:13](=[O:15])C.[O:16](Br)[Na].[O-]S([O-])=O.[Na+].[Na+].Cl>O.O1CCOCC1>[OH:5][C@H:6]1[CH2:11][C@H:10]([CH3:12])[CH2:9][CH2:8][C@H:7]1[C:13]([OH:15])=[O:16] |f:0.1,5.6.7|. Procedure: To a ice-cold solution of NaOH (4.8 g, 119.2 mmol) in water (40 mL) and 1,4-dioxane (30 mL) was added bromine (1.5 mL, 29.57 mmol). To the resultant NaoBr yellow solution was added drop wise a solution (1R, 2S, 4R)-1-(2-Hydroxy-4-methyl-cyclohexyl)-ethanone (1.4 g, 8.962 mmol) in dioxane (130 mL) and water (35 mL). The resulting solution was stirred for 3 h at 10-15° C. The excess NaOBr solution was decomposed by adding a solution of Na2SO3 (1.1 g in 11 mL water), acidified with 10% HCl, extract... Starting materials: C(#N)C=1C=C(C=CC1)C1=CC=C(C=C1)OC[C@@H](CCC=1C=NC=CC1)O ((2R)-1-(3'-cyanobiphenyl-4-yloxy)-4-(3-pyridyl)-2-butanol), [OH-].[Na+] (sodium hydroxide), C(C)O (ethanol). Solvent: O (water). Yields the product C(=O)(O)C=1C=C(C=CC1)C1=CC=C(C=C1)OC[C@@H](CCC=1C=NC=CC1)O ((2R)-1-(3'-Carboxybiphenyl-4-yloxy)-4-(3-pyridyl)-2-butanol). RXN SMILES: [C:1]([C:3]1[CH:4]=[C:5]([C:9]2[CH:14]=[CH:13][C:12]([O:15][CH2:16][C@H:17]([OH:26])[CH2:18][CH2:19][C:20]3[CH:21]=[N:22][CH:23]=[CH:24][CH:25]=3)=[CH:11][CH:10]=2)[CH:6]=CC=1)#N.[OH-:27].[Na+].[CH2:29]([OH:31])[CH3:30]>O>[C:29]([C:30]1[CH:6]=[C:5]([C:9]2[CH:14]=[CH:13][C:12]([O:15][CH2:16][C@H:17]([OH:26])[CH2:18][CH2:19][C:20]3[CH:21]=[N:22][CH:23]=[CH:24][CH:25]=3)=[CH:11][CH:10]=2)[CH:4]=[CH:3][CH:1]=1)([OH:27])=[O:31] |f:1.2|. Procedure details: A stirred solution of (2R)-1-(3'-cyanobiphenyl-4-yloxy)-4-(3-pyridyl)-2-butanol (0.60 g) and sodium hydroxide (0.696 g) in ethanol (8 ml) and water (2 ml) was heated at reflux for 10 hours. The mixture was concentrated and the residues dissolved in water and neutralised. The precipitate was filtered off and dried under vacuum to give the title compound as a white solid (0.616 g).